Dataset: the Open Reaction Database (ORD), a public repository of structured organic reaction records. Task: describe an organic reaction: reactants, conditions, products, and yield Starting materials: [Li]CCCC, C1CCOC1, COc1ccc(COCC(=O)N(C)OC)cc1, CCCCCC, C[Si](C)(C)CCOCn1ccc2c(-c3cncs3)ncnc21. Product: COc1ccc(COCC(=O)c2ncc(-c3ncnc4c3ccn4COCC[Si](C)(C)C)s2)cc1. RXN SMILES: [CH2:23]([Li:24])[CH2:25][CH2:26][CH3:27].[CH2:45]1[O:46][CH2:47][CH2:48][CH2:49]1.[CH3:28][O:29][N:30]([C:31]([CH2:32][O:33][CH2:34][c:35]1[cH:36][cH:37][c:38]([O:41][CH3:42])[cH:39][cH:40]1)=[O:43])[CH3:44].[CH3:50][CH2:51][CH2:52][CH2:53][CH2:54][CH3:55].[s:1]1[cH:2][n:3][cH:4][c:5]1-[c:6]1[c:7]2[c:8]([n:9][cH:10][n:11]1)[n:12]([CH2:15][O:16][CH2:17][CH2:18][Si:19]([CH3:20])([CH3:21])[CH3:22])[cH:13][cH:14]2>>[s:1]1[c:2]([C:31]([CH2:32][O:33][CH2:34][c:35]2[cH:36][cH:37][c:38]([O:41][CH3:42])[cH:39][cH:40]2)=[O:43])[n:3][cH:4][c:5]1-[c:6]1[c:7]2[c:8]([n:9][cH:10][n:11]1)[n:12]([CH2:15][O:16][CH2:17][CH2:18][Si:19]([CH3:20])([CH3:21])[CH3:22])[cH:13][cH:14]2. Procedure details: In analogy to the procedure described in example 409f, (2S,4R)-4-methanesulfonyl-pyrrolidine-1,2-dicarboxylic acid 1-tert-butyl ester 2-methyl ester (example 409c) was reacted with trifluoroacetic acid to give the title compound as brown solid. The reactants are COC(=O)[C@H]1N(C[C@@H](C1)S(=O)(=O)C)C(=O)OC(C)(C)C ((2S,4R)-4-methanesulfonyl-pyrrolidine-1,2-dicarboxylic acid 1-tert-butyl ester 2-methyl ester), FC(C(=O)O)(F)F (trifluoroacetic acid). As a reaction SMILES: [CH3:1][O:2][C:3]([C@@H:5]1[CH2:9][C@@H:8]([S:10]([CH3:13])(=[O:12])=[O:11])[CH2:7][N:6]1C(OC(C)(C)C)=O)=[O:4].[F:21][C:22]([F:27])([F:26])[C:23]([OH:25])=[O:24]>>[F:21][C:22]([F:27])([F:26])[C:23]([OH:25])=[O:24].[CH3:1][O:2][C:3]([C@@H:5]1[CH2:9][C@@H:8]([S:10]([CH3:13])(=[O:12])=[O:11])[CH2:7][NH:6]1)=[O:4] |f:2.3|. Product: FC(C(=O)O)(F)F.COC(=O)[C@H]1NC[C@@H](C1)S(=O)(=O)C ((2S,4R)-4-Methanesulfonyl-pyrrolidine-2-carboxylic acid methyl ester Trifluoroacetate).